Dataset: the Open Reaction Database (ORD), a public repository of structured organic reaction records. Task: describe an organic reaction: reactants, conditions, products, and yield The reactants are C(C1=CC=CC=C1)C=1C=NC2=C(C=CC=C2C1C=1C=C(C=CC1)N)C(F)(F)F (3-(3-benzyl-8-trifluoromethyl-quinolin-4-yl)-phenylamine), ClC1=C(C=O)C=CC=C1C(F)(F)F (2-chloro-3 trifluoromethyl-benzaldehyde). Product: C(C1=CC=CC=C1)C=1C=NC2=C(C=CC=C2C1C=1C=C(C=CC1)NCC1=C(C(=CC=C1)C(F)(F)F)Cl)C(F)(F)F ({3-[3-BENZYL-8-(TRIFLUOROMETHYL)QUINOLIN-4-YL]PHENYL}[2-CHLORO-3-(TRIFLUOROMETHYL) BENZYL]AMINE). As a reaction SMILES: [CH2:1]([C:8]1[CH:9]=[N:10][C:11]2[C:16]([C:17]=1[C:18]1[CH:19]=[C:20]([NH2:24])[CH:21]=[CH:22][CH:23]=1)=[CH:15][CH:14]=[CH:13][C:12]=2[C:25]([F:28])([F:27])[F:26])[C:2]1[CH:7]=[CH:6][CH:5]=[CH:4][CH:3]=1.[Cl:29][C:30]1[C:37]([C:38]([F:41])([F:40])[F:39])=[CH:36][CH:35]=[CH:34][C:31]=1[CH:32]=O>>[CH2:1]([C:8]1[CH:9]=[N:10][C:11]2[C:16]([C:17]=1[C:18]1[CH:19]=[C:20]([NH:24][CH2:32][C:31]3[CH:34]=[CH:35][CH:36]=[C:37]([C:38]([F:39])([F:41])[F:40])[C:30]=3[Cl:29])[CH:21]=[CH:22][CH:23]=1)=[CH:15][CH:14]=[CH:13][C:12]=2[C:25]([F:28])([F:26])[F:27])[C:2]1[CH:3]=[CH:4][CH:5]=[CH:6][CH:7]=1. Reported procedure: This compound was prepared according to the procedure of example 66, substituting 3-(3-benzyl-8-trifluoromethyl-quinolin-4-yl)-phenylamine and 2-chloro-3 trifluoromethyl-benzaldehyde. MS (ESI) m/z 552. The reactants are ice, C(C)(C)N(C(C)C)CC (N,N-diisopropylethylamine), ClC1=CC=C(C=C1)/C=C/C(=O)N[C@H](C(=O)NCC(=O)O)CC1=NC=CC=C1 ([[(2S)-2-[[(2E)-3-(4-chlorophenyl)-2propenoyl]amino]-3-(2-pyridyl)propanoyl]amino]acetic acid), Cl.Cl.FC(CCN1CCNCC1)(F)F (1-(3,3,3-trifluoropropyl)piperazine dihydrochloride), ON1N=NC2=C1C=CC=C2 (1-hydroxybenzotriazole), Cl.CN(CCCN=C=NCC)C (1-(3-dimethylaminopropyl)-3-ethylcarbodiimide hydrochloride). Run in CN(C=O)C (N,N-dimethylformamide). Reaction conditions: time 2 hour. The product is ClC1=CC=C(C=C1)/C=C/C(=O)N[C@H](C(NCC(N1CCN(CC1)CCC(F)(F)F)=O)=O)CC1=NC=CC=C1 ((2E)-3-(4-Chlorophenyl)-N-[(1S)-2-oxo-2-[[2-oxo-2-[4-(3,3,3-trifluoropropyl)-1-piperazinyl]ethyl]amino]-1-(2-pyridylmethyl)ethyl]-2-propenamide). The yield is 67.1%. As a reaction SMILES: [Cl:1][C:2]1[CH:7]=[CH:6][C:5](/[CH:8]=[CH:9]/[C:10]([NH:12][C@@H:13]([CH2:21][C:22]2[CH:27]=[CH:26][CH:25]=[CH:24][N:23]=2)[C:14]([NH:16][CH2:17][C:18]([OH:20])=O)=[O:15])=[O:11])=[CH:4][CH:3]=1.Cl.Cl.[F:30][C:31]([F:41])([F:40])[CH2:32][CH2:33][N:34]1[CH2:39][CH2:38][NH:37][CH2:36][CH2:35]1.ON1C2C=CC=CC=2N=N1.Cl.CN(C)CCCN=C=NCC.C(N(CC)C(C)C)(C)C>CN(C)C=O>[Cl:1][C:2]1[CH:3]=[CH:4][C:5](/[CH:8]=[CH:9]/[C:10]([NH:12][C@@H:13]([CH2:21][C:22]2[CH:27]=[CH:26][CH:25]=[CH:24][N:23]=2)[C:14](=[O:15])[NH:16][CH2:17][C:18](=[O:20])[N:37]2[CH2:36][CH2:35][N:34]([CH2:33][CH2:32][C:31]([F:40])([F:41])[F:30])[CH2:39][CH2:38]2)=[O:11])=[CH:6][CH:7]=1 |f:1.2.3,5.6|. Procedure details: To a mixture of [[(2S)-2-[[(2E)-3-(4-chlorophenyl)-2propenoyl]amino]-3-(2-pyridyl)propanoyl]amino]acetic acid (38.8 g), 1-(3,3,3-trifluoropropyl)piperazine dihydrochloride (25.5 g), 1-hydroxybenzotriazole (14.9 g) and 1-(3-dimethylaminopropyl)-3-ethylcarbodiimide hydrochloride (21.1 g) in N,N-dimethylformamide (250 ml) was added dropwise N,N-diisopropylethylamine (38.3 ml) at 10° C. over 50 minutes. The mixture was warmed to room temperature and stirred for 2 hours. The reaction mixture was pour... As a reaction SMILES: [BH4-:11].[CH3:13][CH2:14][OH:15].[CH:1]1([N:4]2[CH2:5][CH2:6][C:7](=[O:10])[CH2:8][CH2:9]2)[CH2:2][CH2:3]1.[Na+:12]>>[CH:1]1([N:4]2[CH2:5][CH2:6][CH:7]([OH:10])[CH2:8][CH2:9]2)[CH2:2][CH2:3]1. Reactants: [BH4-], CCO, O=C1CCN(C2CC2)CC1, [Na+]. Product: OC1CCN(C2CC2)CC1. The reactants are CCO, Cc1ncn(-c2c(F)cc(NC(N)=S)cc2F)n1, CI. Product: CSC(=N)Nc1cc(F)c(-n2cnc(C)n2)c(F)c1, I. As a reaction SMILES: [CH3:21][CH2:22][OH:23].[F:3][c:4]1[cH:5][c:6]([NH:17][C:18](=[S:19])[NH2:20])[cH:7][c:8]([F:16])[c:9]1-[n:10]1[n:11][c:12]([CH3:15])[n:13][cH:14]1.[I:1][CH3:2]>>[CH3:2][S:19][C:18]([NH:17][c:6]1[cH:5][c:4]([F:3])[c:9](-[n:10]2[n:11][c:12]([CH3:15])[n:13][cH:14]2)[c:8]([F:16])[cH:7]1)=[NH:20].[IH:1]. The reactants are ClCC1=CC(=NO1)C (5-Chloromethyl-3-methylisoxazole), P(OCC)(OCC)OCC (triethyl phosphite). The product is C(C)OP(=O)(OCC)CC1=CC(=NO1)C (5-diethylphosphonomethyl-3-methylisoxazole). The yield is 74.0%. As a reaction SMILES: Cl[CH2:2][C:3]1[O:7][N:6]=[C:5]([CH3:8])[CH:4]=1.[P:9]([O:16]CC)([O:13][CH2:14][CH3:15])[O:10][CH2:11][CH3:12]>>[CH2:11]([O:10][P:9]([CH2:2][C:3]1[O:7][N:6]=[C:5]([CH3:8])[CH:4]=1)([O:13][CH2:14][CH3:15])=[O:16])[CH3:12]. Procedure details: 5-Chloromethyl-3-methylisoxazole (1.12 g) was dissolved in triethyl phosphite (2.0 ml) and heated at reflux for 1 h. The residue was then distilled under reduced pressure to give 5-diethylphosphonomethyl-3-methylisoxazole (1.47 g, 74%); bp 122°-5° C. at 0.5 mm; νmax (film) 2980, 2930, 2910, 1605, 1440, 1420, 1390, 1255, 1160, 1060-1010, 980, 900 cm-1 ; δH (CDCl3) 1.35 (3H, t, J=7 Hz, OCH2CH3), 2.30 (3H, s, CH3 -het), 3.30 (1H, d, JH-P =24 Hz, CH2 -P), 4.10 (2H, m, OCH2CH3), 6.05 (1H, d, J=3 Hz, ... Product: C(C)(C)N1CCC(CC1)NC(=O)C1=NC2=C(N1CC1=NOC(=C1)C=1SC(=CC1)Cl)C=CC(=C2C(=O)N2CC(C2)O)OCC(F)(F)F (1-[5-(5-Chloro-thiophen-2-yl)-isoxazol-3-ylmethyl]-4-(3-hydroxy-azetidine-1-carbonyl)-5-(2,2,2-trifluoro-ethoxy)-1H-benzoimidazole-2-carboxylic acid (1-isopropyl-piperidin-4-yl)-amide). RXN SMILES: [Cl:1][C:2]1[S:6][C:5]([C:7]2[O:11][N:10]=[C:9]([CH2:12][N:13]3[C:17]4[CH:18]=[CH:19][C:20]([O:25][CH2:26][C:27]([F:30])([F:29])[F:28])=[C:21]([C:22](O)=[O:23])[C:16]=4[N:15]=[C:14]3[C:31](=[O:42])[NH:32][CH:33]3[CH2:38][CH2:37][N:36]([CH:39]([CH3:41])[CH3:40])[CH2:35][CH2:34]3)[CH:8]=2)=[CH:4][CH:3]=1.[NH:43]1[CH2:46][CH:45]([OH:47])[CH2:44]1>>[CH:39]([N:36]1[CH2:37][CH2:38][CH:33]([NH:32][C:31]([C:14]2[N:13]([CH2:12][C:9]3[CH:8]=[C:7]([C:5]4[S:6][C:2]([Cl:1])=[CH:3][CH:4]=4)[O:11][N:10]=3)[C:17]3[CH:18]=[CH:19][C:20]([O:25][CH2:26][C:27]([F:30])([F:28])[F:29])=[C:21]([C:22]([N:43]4[CH2:46][CH:45]([OH:47])[CH2:44]4)=[O:23])[C:16]=3[N:15]=2)=[O:42])[CH2:34][CH2:35]1)([CH3:41])[CH3:40]. The reactants are ClC1=CC=C(S1)C1=CC(=NO1)CN1C(=NC2=C1C=CC(=C2C(=O)O)OCC(F)(F)F)C(NC2CCN(CC2)C(C)C)=O (1-[5-(5-Chloro-thiophen-2-yl)-isoxazol-3-ylmethyl]-2-(1-isopropyl-piperidin-4-ylcarbamoyl)-5-(2,2,2-trifluoro-ethoxy)-1H-benzoimidazole-4-carboxylic acid), N1CC(C1)O (azetidin-3-ol). Procedure details: 1-[5-(5-Chloro-thiophen-2-yl)-isoxazol-3-ylmethyl]-4-(3-hydroxy-azetidine-1-carbonyl)-5-(2,2,2-trifluoro-ethoxy)-1H-benzoimidazole-2-carboxylic acid (1-isopropyl-piperidin-4-yl)-amide was prepared by a procedure according to example 22 starting from 50.0 mg (0.08 mmol) 1-[5-(5-Chloro-thiophen-2-yl)-isoxazol-3-ylmethyl]-2-(1-isopropyl-piperidin-4-ylcarbamoyl)-5-(2,2,2-trifluoro-ethoxy)-1H-benzoimidazole-4-carboxylic acid and 8.7 mg (0.12 mmol) azetidin-3-ol. The title compound was obtained as its...